The task is: describe an organic reaction: reactants, conditions, products, and yield. This data is from the Open Reaction Database (ORD), a public repository of structured organic reaction records. Reactants: 50, CN1CCCCC1 (N-methylpiperidine), N (ammonia), [H][H] (hydrogen), CC1C(C(=CCC1C)C)=O (2,3,6-trimethylcyclohex-5-en-1-one). The reagents and catalysts are [Pd] (Pd), [Zn] (Zn). Yields the product CC1C(C(=CCC1C)C)=O (2,3,6-trimethyl-cyclohex-5-en-1-one), 89, CC1=C(N)C(=CC=C1C)C (2,3,6-trimethylaniline). Reaction SMILES: N.[H][H].[CH3:4][CH:5]1[CH:10]([CH3:11])[CH2:9][CH:8]=[C:7]([CH3:12])[C:6]1=[O:13].C[N:15]1CCCCC1>[Pd].[Zn]>[CH3:4][CH:5]1[CH:10]([CH3:11])[CH2:9][CH:8]=[C:7]([CH3:12])[C:6]1=[O:13].[CH3:4][C:5]1[C:10]([CH3:11])=[CH:9][CH:8]=[C:7]([CH3:12])[C:6]=1[NH2:15]. Procedure: 1,000 parts by volume of catalyst are introduced into a fluidised bed reactor, having a capacity of 1.3 liters or 1,300 parts by volume. The catalyst consists of 0.5% by weight of Pd, 0.11% by weight of Zn and 0.1% by weight of Cd on Al2O3 and has a particle size of from 0.2 to 0.6 mm. The reactor is set to 230° C. and, per hour, a correspondingly preheated mixture of 200,000 parts by volume of ammonia and 10,000 parts by volume of hydrogen is passed in. Per hour, a solution of 50 parts of 2,3,6... RXN SMILES: [C:37](=[O:38])([O-:39])[O-:40].[CH3:43][N:44]([CH3:45])[CH:46]=[O:47].[Cl:1][CH2:2][c:3]1[n:4][c:5](-[c:9]2[o:10][cH:11][cH:12][cH:13]2)[o:6][c:7]1[CH3:8].[K+:41].[K+:42].[OH2:48].[OH:14][c:15]1[cH:16][cH:17][c:18]([CH2:19][O:20][N:21]=[C:22]([CH2:23][CH2:24][C:25](=[O:26])[O:27][CH3:28])[c:29]2[cH:30][cH:31][cH:32][cH:33][cH:34]2)[cH:35][cH:36]1>>[CH2:2]([c:3]1[n:4][c:5](-[c:9]2[o:10][cH:11][cH:12][cH:13]2)[o:6][c:7]1[CH3:8])[O:14][c:15]1[cH:16][cH:17][c:18]([CH2:19][O:20][N:21]=[C:22]([CH2:23][CH2:24][C:25](=[O:26])[O:27][CH3:28])[c:29]2[cH:30][cH:31][cH:32][cH:33][cH:34]2)[cH:35][cH:36]1. Starting materials: O=C([O-])[O-], CN(C)C=O, Cc1oc(-c2ccco2)nc1CCl, [K+], [K+], O, COC(=O)CCC(=NOCc1ccc(O)cc1)c1ccccc1. Yields the product COC(=O)CCC(=NOCc1ccc(OCc2nc(-c3ccco3)oc2C)cc1)c1ccccc1. Reactants: CNCCNC (N,N′-dimethylethylenediamine), BrC=1C(=C(C(=O)OC)C(=CC1)NC(C(C)(C)C)=O)[N+](=O)[O-] (methyl 3-bromo-6-(2,2-dimethylpropionylamino)-2-nitro-benzoate), BrC=1C(=C(C(=O)OC)C(=CC1)NC(C(C)(C)C)=O)[N+](=O)[O-] (methyl 3-bromo-6-(2,2-dimethylpropionylamino)-2-nitro-benzoate), N1C(CCC1)=O (pyrrolidin-2-one), C([O-])([O-])=O.[K+].[K+] (potassium carbonate). Reagents/catalysts: [Cu]I (copper(I) iodide). The solvent is O (water), C(C)(=O)OCC (ethyl acetate), C1(=CC=CC=C1)C (toluene). Conditions: temperature 110 celsius. Product: CC(C(=O)NC1=CC=C(C(=C1C(=O)OC)[N+](=O)[O-])N1C(CCC1)=O)(C)C (methyl 6-(2,2-dimethylpropionylamino)-2-nitro-3-(2-oxopyrrolidin-1-yl)-benzoate). Isolated yield 17.8%. RXN SMILES: CNCCNC.Br[C:8]1[C:9]([N+:25]([O-:27])=[O:26])=[C:10]([C:15]([NH:18][C:19](=[O:24])[C:20]([CH3:23])([CH3:22])[CH3:21])=[CH:16][CH:17]=1)[C:11]([O:13][CH3:14])=[O:12].[NH:28]1[CH2:32][CH2:31][CH2:30][C:29]1=[O:33].C(=O)([O-])[O-].[K+].[K+]>C1(C)C=CC=CC=1.O.C(OCC)(=O)C.[Cu]I>[CH3:21][C:20]([CH3:23])([CH3:22])[C:19]([NH:18][C:15]1[C:10]([C:11]([O:13][CH3:14])=[O:12])=[C:9]([N+:25]([O-:27])=[O:26])[C:8]([N:28]2[CH2:32][CH2:31][CH2:30][C:29]2=[O:33])=[CH:17][CH:16]=1)=[O:24] |f:3.4.5|. Procedure: A solution of N,N′-dimethylethylenediamine (1.72 g) in toluene (15 mL) was added to a mixture of methyl 3-bromo-6-(2,2-dimethylpropionylamino)-2-nitro-benzoate (Intermediate 58, 1.72 g), pyrrolidin-2-one (0.489 g), copper(I) iodide (0.091 g) and potassium carbonate (1.32 g) and the mixture was stirred and heated under nitrogen at 110° C. for 5 hours. After cooling, the mixture was diluted with water and ethyl acetate and the organic phase was dried (Na2SO4) and filtered. The filtrate was concent... The reactants are CC#CCn1c(N2CCN(C(=O)OC(C)(C)C)CC2)nc(CO)c1C#N, ClCCl. The product is CC#CCn1c(N2CCN(C(=O)OC(C)(C)C)CC2)nc(C=O)c1C#N. Reaction SMILES: [CH2:1]([C:2]#[C:3][CH3:4])[n:5]1[c:6]([N:14]2[CH2:15][CH2:16][N:17]([C:20](=[O:21])[O:22][C:23]([CH3:24])([CH3:25])[CH3:26])[CH2:18][CH2:19]2)[n:7][c:8]([CH2:12][OH:13])[c:9]1[C:10]#[N:11].[Cl:27][CH2:28][Cl:29]>>[CH2:1]([C:2]#[C:3][CH3:4])[n:5]1[c:6]([N:14]2[CH2:15][CH2:16][N:17]([C:20](=[O:21])[O:22][C:23]([CH3:24])([CH3:25])[CH3:26])[CH2:18][CH2:19]2)[n:7][c:8]([CH:12]=[O:13])[c:9]1[C:10]#[N:11].